Dataset: the Open Reaction Database (ORD), a public repository of structured organic reaction records. Task: describe an organic reaction: reactants, conditions, products, and yield Reactants: N1CC(CCC1)C(=O)O (piperidine-3-carboxylic acid), C(=O)([O-])[O-].[K+].[K+] (K2CO3), Cl (HCl). Run in O (water), CCO (EtOH). Reaction conditions: time 8 hour. Yields the product C(C)(C)(C)OC(=O)N1CC(CCC1)C(=O)O (1-(tert-butoxycarbonyl)piperidine-3-carboxylic acid). The yield is 249.7%. RXN SMILES: [NH:1]1[CH2:6][CH2:5][CH2:4][CH:3]([C:7]([OH:9])=[O:8])[CH2:2]1.[C:10]([O-:13])([O-])=[O:11].[K+].[K+].Cl>CCO.O>[C:3]([O:13][C:10]([N:1]1[CH2:6][CH2:5][CH2:4][CH:3]([C:7]([OH:9])=[O:8])[CH2:2]1)=[O:11])([CH3:7])([CH3:4])[CH3:2] |f:1.2.3|. Procedure: A 250-mL 3-necked round-bottomed flask was charged with a solution of piperidine-3-carboxylic acid (4.0 g, 30.39 mmol, 1.00 equiv, 98%) in EtOH (70 mL), tert-butoxycarbonyl (8.2 g, 36.86 mmol, 1.21 equiv, 98%) and K2CO3 (4.3 g, 30.54 mmol, 1.00 equiv, 98%). The resulting mixture was stirred overnight at room temperature overnight. Then, the mixture was diluted with water. The pH was adjusted to 3 with aqueous 10% HCl resulting in a precipitate. The mixture was then filtered to collect solids tha... Starting materials: CCC1CCc2occc2C1=O, ON=C1CCOc2ccccc21. Yields the product CCC1CCc2occc2C1=NO. RXN SMILES: [CH2:13]([CH3:14])[CH:15]1[CH2:16][CH2:17][c:18]2[c:19]([cH:20][cH:21][o:22]2)[C:23]1=[O:24].[O:1]1[c:2]2[c:3]([cH:4][cH:5][cH:6][cH:7]2)[C:8](=[N:11][OH:12])[CH2:9][CH2:10]1>>[N:11]([OH:12])=[C:23]1[CH:15]([CH2:13][CH3:14])[CH2:16][CH2:17][c:18]2[c:19]1[cH:20][cH:21][o:22]2. The reactants are C=CCC(C(=O)OCc1ccccc1)(C(=O)OC(C)(C)C)C(CC(C)C)C(=O)OCc1ccccc1, CSC, CCOCC, BCl, [Na+], [OH-], O, OO, O=C(O)CC(O)(CC(=O)O)C(=O)O. Product: CC(C)CC(C(=O)OCc1ccccc1)C(CCCO)(C(=O)OCc1ccccc1)C(=O)OC(C)(C)C. RXN SMILES: [CH3:1][CH:2]([CH2:3][CH:4]([C:5]([C:6](=[O:7])[O:8][CH2:9][c:10]1[cH:11][cH:12][cH:13][cH:14][cH:15]1)([C:16](=[O:17])[O:18][C:19]([CH3:20])([CH3:21])[CH3:22])[CH2:23][CH:24]=[CH2:25])[C:26](=[O:27])[O:28][CH2:29][c:30]1[cH:31][cH:32][cH:33][cH:34][cH:35]1)[CH3:36].[CH3:37][S:38][CH3:39].[CH3:59][CH2:60][O:61][CH2:62][CH3:63].[Cl:40][BH2:41].[Na+:43].[OH-:42].[OH2:64].[OH:44][OH:45].[OH:46][C:47]([CH2:48][C:49]([C:50](=[O:51])[OH:52])([CH2:53][C:54](=[O:55])[OH:56])[OH:57])=[O:58]>>[CH3:1][CH:2]([CH2:3][CH:4]([C:5]([C:6](=[O:7])[O:8][CH2:9][c:10]1[cH:11][cH:12][cH:13][cH:14][cH:15]1)([C:16](=[O:17])[O:18][C:19]([CH3:20])([CH3:21])[CH3:22])[CH2:23][CH2:24][CH2:25][OH:46])[C:26](=[O:27])[O:28][CH2:29][c:30]1[cH:31][cH:32][cH:33][cH:34][cH:35]1)[CH3:36]. Reactants: BrB(Br)Br, COC(=O)c1cccc(C(=O)OC)c1OC, ClCCl. The product is COC(=O)c1cccc(C(=O)OC)c1O. Reaction SMILES: [B:1]([Br:2])([Br:3])[Br:4].[CH3:5][O:6][c:7]1[c:8]([C:9](=[O:10])[O:11][CH3:12])[cH:13][cH:14][cH:15][c:16]1[C:17](=[O:18])[O:19][CH3:20].[Cl:21][CH2:22][Cl:23]>>[OH:6][c:7]1[c:8]([C:9](=[O:10])[O:11][CH3:12])[cH:13][cH:14][cH:15][c:16]1[C:17](=[O:18])[O:19][CH3:20]. Starting materials: C(C)(=O)OC1CN(CC1)CC#CCN1C(CCC1)=O ((racemic)-1-[4-[3-(acetyloxy)-1-pyrrolidinyl]-2-butynyl]-2-pyrrolidinone), C([O-])([O-])=O.[Na+].[Na+] (sodium carbonate), CO (methanol). Run in ClCCl (dichloromethane). Run at time 8 hour. Product: OC1CN(CC1)CC#CCN1C(CCC1)=O ((Racemic)-1-[4-(3-Hydroxy-1-pyrrolidinyl)-2-butynyl]-2-pyrrolidinone). The yield is 69.9%. Reaction SMILES: C([O:4][CH:5]1[CH2:9][CH2:8][N:7]([CH2:10][C:11]#[C:12][CH2:13][N:14]2[CH2:18][CH2:17][CH2:16][C:15]2=[O:19])[CH2:6]1)(=O)C.C(=O)([O-])[O-].[Na+].[Na+].CO>ClCCl>[OH:4][CH:5]1[CH2:9][CH2:8][N:7]([CH2:10][C:11]#[C:12][CH2:13][N:14]2[CH2:18][CH2:17][CH2:16][C:15]2=[O:19])[CH2:6]1 |f:1.2.3|. Procedure: A mixture of 800 mg of (racemic)-1-[4-[3-(acetyloxy)-1-pyrrolidinyl]-2-butynyl]-2-pyrrolidinone, 595 mg of of sodium carbonate and 40 ml of methanol was stirred overnight. An equal volume of dichloromethane was added and this mixture was filtered. The filtrate was concentrated and the residue was diluted with dichloromethane, filtered and concentrated in vacuo. The residue was purified by chromatography (alumina), giving 470 mg of the desired product as a pale yellow oil. The reactants are [Br-], CC(=O)c1cnc(C(F)F)nc1Cl, C1COCCO1. Product: O=C(CBr)c1cnc(C(F)F)nc1Cl. Reaction SMILES: [Br-:14].[C:1]([CH3:2])(=[O:3])[c:4]1[c:5]([Cl:13])[n:6][c:7]([CH:10]([F:11])[F:12])[n:8][cH:9]1.[O:15]1[CH2:16][CH2:17][O:18][CH2:19][CH2:20]1>>[C:1]([CH2:2][Br:14])(=[O:3])[c:4]1[c:5]([Cl:13])[n:6][c:7]([CH:10]([F:11])[F:12])[n:8][cH:9]1. Starting materials: ClC=1C=C(C(=O)OO)C=CC1 (3-chloroperoxybenzoic acid), C(C1=CC=CC=C1)SC[C@H]1CN(CC1)C(=O)OC(C)(C)C ((3R)-3-(benzylthio)methyl-1-(tert-butoxycarbonyl)pyrrolidine), C(=O)(O)[O-].[Na+] (NaHCO3). Solvent: C(C)(=O)OCC (ethyl acetate). Run at temperature 0 celsius. Yields the product C(C1=CC=CC=C1)S(=O)C[C@H]1CN(CC1)C(=O)OC(C)(C)C ((3R)-3-(Benzylsulfinyl)methyl-1-(tert-butoxycarbonyl)pyrrolidine). Isolated yield 88.7%. RXN SMILES: [CH2:1]([S:8][CH2:9][C@@H:10]1[CH2:14][CH2:13][N:12]([C:15]([O:17][C:18]([CH3:21])([CH3:20])[CH3:19])=[O:16])[CH2:11]1)[C:2]1[CH:7]=[CH:6][CH:5]=[CH:4][CH:3]=1.ClC1C=C(C=CC=1)C(OO)=[O:27].C([O-])(O)=O.[Na+]>C(OCC)(=O)C>[CH2:1]([S:8]([CH2:9][C@@H:10]1[CH2:14][CH2:13][N:12]([C:15]([O:17][C:18]([CH3:21])([CH3:20])[CH3:19])=[O:16])[CH2:11]1)=[O:27])[C:2]1[CH:3]=[CH:4][CH:5]=[CH:6][CH:7]=1 |f:2.3|. Procedure details: To a stirred solution of (3R)-3-(benzylthio)methyl-1-(tert-butoxycarbonyl)pyrrolidine (0.2553 g, 0.830 mmol) in ethyl acetate (15 ml), under argon, cooled in a bath at ca. -40° C., was added portionwise 57-86% 3-chloroperoxybenzoic acid (0.2094 g). The mixture was then allowed to warm to 0° C. over 1.5 h, before pouring into 5% NaHCO3 solution (15 ml). The organic layer was separated and washed with more 5% NaHCO3 solution (15 ml), then saturated NaCl solution (10 ml), dried (MgSO4) and evaporat... Starting materials: [H-].[Na+] (NaH), [Li]CCCC (n-BuLi), hexanes, C(CC(=O)C)(=O)OC(C)(C)C (tert-butyl acetoacetate), FC(C(=O)OCC(F)(F)F)(F)F (2,2,2-trifluoroethyl trifluoroacetate). The solvent is C1CCOC1 (THF). Run at time 15 minute. The product is hexanes EtOAc, C(C)(C)(C)OC(CC(CC(C(F)(F)F)=O)=O)=O (6,6,6-Trifluoro-3,5-dioxo-hexanoic acid tert-butyl ester). Isolated yield 38.9%. Reaction SMILES: [H-].[Na+].[C:3]([O:9][C:10]([CH3:13])([CH3:12])[CH3:11])(=[O:8])[CH2:4][C:5]([CH3:7])=[O:6].[Li]CCCC.[F:19][C:20]([F:30])([F:29])[C:21](OCC(F)(F)F)=[O:22]>C1COCC1>[C:10]([O:9][C:3](=[O:8])[CH2:4][C:5](=[O:6])[CH2:7][C:21](=[O:22])[C:20]([F:30])([F:29])[F:19])([CH3:13])([CH3:12])[CH3:11] |f:0.1|. Procedure details: To a suspension of 60% NaH (2.2 g, 55 mmol; washed with hexanes) in THF (250 mL) at 0° C. was added dropwise tert-butyl acetoacetate (8.0 g, 50.6 mmol) over a period of 15 min. The mixture was stirred for 15 min. and a homogenous solution solution resulted. A solution of 2.5M n-BuLi in hexanes (20.5 mL, 51 mmol) was added dropwise. After stirring for 15 min., 2,2,2-trifluoroethyl trifluoroacetate (11 g, 56 mmol) was added and the mixture was stirred for 30 min., quenched with HOAc, diluted with ... Reactants: FC(C1=CC=C(C=C1)CC#N)(F)F (4-(Trifluoromethyl)phenylacetonitrile), COC(N(C)C)OC (dimethylformamide-dimethylacetal). Solvent: O (Water). Product: CN(C=C(C#N)C1=CC=C(C=C1)C(F)(F)F)C (3-DIMETHYLAMINO-2-(4-(TRIFLUOROMETHYL)PHENYL)-ACRYLONITRILE). RXN SMILES: [F:1][C:2]([F:13])([F:12])[C:3]1[CH:8]=[CH:7][C:6]([CH2:9][C:10]#[N:11])=[CH:5][CH:4]=1.CO[CH:16](OC)[N:17]([CH3:19])[CH3:18]>O>[CH3:18][N:17]([CH3:19])[CH:16]=[C:9]([C:6]1[CH:5]=[CH:4][C:3]([C:2]([F:1])([F:12])[F:13])=[CH:8][CH:7]=1)[C:10]#[N:11]. Reported procedure: 4-(Trifluoromethyl)phenylacetonitrile (6.0 g.) in 5 ml. dimethylformamide-dimethylacetal was refluxed for 2 hours. Water was added and the final product was filtered, dried, and identified by NMR analysis. Reactants: CN(C)C[C-]1C=CC=C1.[CH-]1C=CC=C1.[Fe+2] (1-[(dimethylamino)methyl]-ferrocene), CC(C)(C)OC (MTBE). Reaction conditions: temperature -10 celsius, time 2 hour. Yields the product CN(C)C[C-]1C(=CC=C1)C=O.[CH-]1C=CC=C1.[Fe+2] (1-[(dimethylamino)methyl]-2-formyl-ferrocene). As a reaction SMILES: [CH3:1][N:2]([CH2:4][C-:5]1[CH:9]=[CH:8][CH:7]=[CH:6]1)[CH3:3].[CH-:10]1[CH:14]=[CH:13][CH:12]=[CH:11]1.[Fe+2:15].C[C:17]([O:20]C)(C)C>>[CH3:1][N:2]([CH2:4][C-:5]1[CH:9]=[CH:8][CH:7]=[C:6]1[CH:17]=[O:20])[CH3:3].[CH-:10]1[CH:14]=[CH:13][CH:12]=[CH:11]1.[Fe+2:15] |f:0.1.2,4.5.6|. Procedure: Charge an inertized reactor with 39.6 g of 1-[(dimethylamino)methyl]-ferrocene and 360 ml of MTBE. Distill about 160 ml of MTBE (4V) at atmospheric pressure. Cool the solution to −10° C. and slowly add 98.2 ml of a solution of t-BuLi in heptane (titer 16%). Stir the reaction mixture at −10° C. for 2 hours and then at 0° C., slowly add 25.2 ml of DMF. Continue stirring the reaction mixture at 20° C. for 2 hours then at 5° C., slowly add 135 ml of 1.5N aqueous HCl. Continue stirring the reaction m...